Dataset: the Open Reaction Database (ORD), a public repository of structured organic reaction records. Task: describe an organic reaction: reactants, conditions, products, and yield Product: O=[N+]([O-])c1ccc(C2CCN(C3CC3)CC2)cc1. Reaction SMILES: [C:16]([BH3-:17])#[N:18].[CH2:20]([O:21][C:23]1([O:22][Si:26]([CH3:27])([CH3:28])[CH3:29])[CH2:24][CH2:25]1)[CH3:30].[CH3:37][OH:38].[CH3:39][C:40](=[O:41])[OH:42].[K+:36].[N+:1](=[O:2])([O-:3])[c:4]1[cH:5][cH:6][c:7]([CH:10]2[CH2:11][CH2:12][NH:13][CH2:14][CH2:15]2)[cH:8][cH:9]1.[Na+:19].[S:31]([O-:32])([OH:33])(=[O:34])=[O:35]>>[N+:1](=[O:2])([O-:3])[c:4]1[cH:5][cH:6][c:7]([CH:10]2[CH2:11][CH2:12][N:13]([CH:23]3[CH2:24][CH2:25]3)[CH2:14][CH2:15]2)[cH:8][cH:9]1. The reactants are [BH3-]C#N, CCOC1(O[Si](C)(C)C)CC1, CO, CC(=O)O, [K+], O=[N+]([O-])c1ccc(C2CCNCC2)cc1, [Na+], O=S(=O)([O-])O. Reactants: Cl, CC(C)NCC(=O)c1cc(F)c(N)c(C#N)c1. As a reaction SMILES: [ClH:1].[NH2:2][c:3]1[c:4]([C:17]#[N:18])[cH:5][c:6]([C:10]([CH2:11][NH:12][CH:13]([CH3:14])[CH3:15])=[O:16])[cH:7][c:8]1[F:9]>>[NH2:2][c:3]1[c:4]([C:17]#[N:18])[cH:5][c:6]([CH:10]([CH2:11][NH:12][CH:13]([CH3:14])[CH3:15])[OH:16])[cH:7][c:8]1[F:9]. The product is CC(C)NCC(O)c1cc(F)c(N)c(C#N)c1. The reactants are Grignard reagent, C1OC2(C[C@]34CC[C@H]5[C@H]6CC[C@H]([C@@]6(C)CC=C5[C@@]3(CC2)O4)O)OC1 ((5α,10α,14β,17α)-3,3-ethylenedioxy-5,10-epoxyoestr-9(11)-en-17-ol), [NH4+].[Cl-] (NH4Cl), CC1(COC(OC1)C1=CC=C(C=C1)Br)C (4-(5,5-dimethyl-1,3-dioxan-2-yl)phenyl bromide), Mg. The reagents and catalysts are Cl[Cu] (CuCl). Solvent: O1CCCC1 (tetrahydrofuran), O1CCCC1 (tetra-hydrofuran). Conditions: time 1 hour. The product is C1OC2(C[C@@]3(CC[C@H]4[C@H]5CC[C@H]([C@@]5(C)C[C@@H](C4=C3CC2)C2=CC=C(C=C2)C2OCC(CO2)(C)C)O)O)OC1 ((5α,11β,14β,17α)-3,3-ethylenedioxy-11[4-(5,5-dimethyl-1,3-dioxan-2-yl) phenyl]oestr-9-ene-5,17-diol). The yield is 49.0%. As a reaction SMILES: [CH3:1][C:2]1([CH3:15])[CH2:7][O:6][CH:5]([C:8]2[CH:13]=[CH:12][C:11](Br)=[CH:10][CH:9]=2)[O:4][CH2:3]1.[CH2:16]1[CH2:39][O:38][C:18]2([CH2:35][CH2:34][C@:33]34[O:36][C@:20]3([CH2:21][CH2:22][C@@H:23]3[C:32]4=[CH:31][CH2:30][C@@:28]4([CH3:29])[C@@H:24]3[CH2:25][CH2:26][C@H:27]4[OH:37])[CH2:19]2)[O:17]1.[NH4+].[Cl-]>O1CCCC1.Cl[Cu]>[CH2:39]1[CH2:16][O:17][C:18]2([CH2:35][CH2:34][C:33]3[C@@:20]([OH:36])([CH2:21][CH2:22][C@@H:23]4[C:32]=3[C@@H:31]([C:11]3[CH:12]=[CH:13][C:8]([CH:5]5[O:6][CH2:7][C:2]([CH3:15])([CH3:1])[CH2:3][O:4]5)=[CH:9][CH:10]=3)[CH2:30][C@@:28]3([CH3:29])[C@@H:24]4[CH2:25][CH2:26][C@H:27]3[OH:37])[CH2:19]2)[O:38]1 |f:2.3|. Procedure details: 300 mg of CuCl were added to the Grignard reagent prepared from 4.5 g of 4-(5,5-dimethyl-1,3-dioxan-2-yl)phenyl bromide and 0.8 g of Mg in 15 ml of dry tetra-hydrofuran, followed by 2.2 g of (5α,10α,14β,17α)-3,3-ethylenedioxy-5,10-epoxyoestr-9(11)-en-17-ol, prepared in Example 3, in 10 ml of dry tetrahydrofuran. After stirring for 1 hour at room temperature, the mixture was poured into 200 ml of saturated NH4Cl solution. After extraction with ethyl acetate and washing, drying and concentrating t...